From a dataset of the Open Reaction Database (ORD), a public repository of structured organic reaction records. describe an organic reaction: reactants, conditions, products, and yield Starting materials: BrC(CC(=O)O)CC1=CC=C(C=C1)Cl (3-Bromo-3-(4-chlorobenzyl)propionic acid), C(C)(=O)OC1=CC=C(C(=S)N)C=C1 (4-acetoxy-thiobenzamide). The solvent is CN(C=O)C (dimethylformamide). Product: ClC1=CC=C(C=C1)C=1N=C(SC1CC(=O)O)C1=CC=C(C=C1)OC(C)=O (4-(4-Chlorophenyl)-2-(4-acetoxyphenyl)thiazole-5-acetic acid). As a reaction SMILES: Br[CH:2]([CH2:7][C:8]1[CH:13]=[CH:12][C:11]([Cl:14])=[CH:10][CH:9]=1)[CH2:3][C:4]([OH:6])=[O:5].[C:15]([O:18][C:19]1[CH:27]=[CH:26][C:22]([C:23]([NH2:25])=[S:24])=[CH:21][CH:20]=1)(=[O:17])[CH3:16]>CN(C)C=O>[Cl:14][C:11]1[CH:12]=[CH:13][C:8]([C:7]2[N:25]=[C:23]([C:22]3[CH:26]=[CH:27][C:19]([O:18][C:15](=[O:17])[CH3:16])=[CH:20][CH:21]=3)[S:24][C:2]=2[CH2:3][C:4]([OH:6])=[O:5])=[CH:9][CH:10]=1. Procedure details: In a similar manner to Example 1(a), 3-Bromo-3-(4-chlorobenzyl)propionic acid and 4-acetoxy-thiobenzamide are reacted in dimethylformamide solvent to give the title compound.